Dataset: the Open Reaction Database (ORD), a public repository of structured organic reaction records. Task: describe an organic reaction: reactants, conditions, products, and yield Starting materials: NC1=C2C=CC(NC2=CC=C1)=O (5-aminoquinolin-2(1H)-one), imine, COC1=C(C=CC(=C1)C)C(CC(C=O)(C(C(F)(F)F)(F)F)O)(C)C (4-(2-methoxy-4-methylphenyl)-2-hydroxy-4-methyl-2-(pentafluoroethyl)pentanal). Reagents/catalysts: [Ti](Cl)(Cl)(Cl)Cl (titanium tetrachloride). Solvent: ClCCl (dichloromethane). Yields the product OC1(C(C2=CC(=CC(=C2C(C1)(C)C)OC)C)NC1=C2C=CC(NC2=CC=C1)=O)C(C(F)(F)F)(F)F (5-{[2-Hydroxy-5-methoxy-2-(pentafluoroethyl)-4,4,7-trimethyl-1,2,3,4-tetrahydronaphthalen-1-yl]amino}-quinolin-2(1H)-one), imine. The yield is 0.7%. As a reaction SMILES: [CH3:1][O:2][C:3]1[CH:8]=[C:7]([CH3:9])[CH:6]=[CH:5][C:4]=1[C:10]([CH3:24])([CH3:23])[CH2:11][C:12]([OH:22])([C:15]([F:21])([F:20])[C:16]([F:19])([F:18])[F:17])[CH:13]=O.[NH2:25][C:26]1[CH:35]=[CH:34][CH:33]=[C:32]2[C:27]=1[CH:28]=[CH:29][C:30](=[O:36])[NH:31]2>ClCCl.[Ti](Cl)(Cl)(Cl)Cl>[OH:22][C:12]1([C:15]([F:20])([F:21])[C:16]([F:18])([F:19])[F:17])[CH2:11][C:10]([CH3:23])([CH3:24])[C:4]2[C:5](=[CH:6][C:7]([CH3:9])=[CH:8][C:3]=2[O:2][CH3:1])[CH:13]1[NH:25][C:26]1[CH:35]=[CH:34][CH:33]=[C:32]2[C:27]=1[CH:28]=[CH:29][C:30](=[O:36])[NH:31]2. Procedure: Analogously to Example 10, the corresponding imine is produced starting from 200 mg of 4-(2-methoxy-4-methylphenyl)-2-hydroxy-4-methyl-2-(pentafluoroethyl)pentanal and 93 mg of 5-aminoquinolin-2(1H)-one. 2 mg of the title compound is obtained by reaction of 80 mg of the imine with 1.6 ml of titanium tetrachloride solution (1 M in dichloromethane) in 5 ml of dichloromethane. Reactants: ClC(=C(C)C)N(C)C (N-(1-chloro-2-methylprop-1-enyl)-N,N-dimethylamine), CN1C(=NC(=C1)NC(=O)OC(C)(C)C)C(=O)O (1-methyl-4-(BOC amino)imidazole-2-carboxylic acid), acid chloride. Solvent: C(Cl)(Cl)Cl (CHCl3). The product is CN1C(=NC(=C1)NC(=O)OC(C)(C)C)C(=O)Cl (1-methyl-4-(BOC amino)imidazole-2-carbonyl Chloride). As a reaction SMILES: [Cl:1]C(N(C)C)=C(C)C.[CH3:9][N:10]1[CH:14]=[C:13]([NH:15][C:16]([O:18][C:19]([CH3:22])([CH3:21])[CH3:20])=[O:17])[N:12]=[C:11]1[C:23]([OH:25])=O>C(Cl)(Cl)Cl>[CH3:9][N:10]1[CH:14]=[C:13]([NH:15][C:16]([O:18][C:19]([CH3:22])([CH3:21])[CH3:20])=[O:17])[N:12]=[C:11]1[C:23]([Cl:1])=[O:25]. Procedure: N-(1-chloro-2-methylprop-1-enyl)-N,N-dimethylamine (660 μL, 4.99 mmol) was added to a mixture of 1-methyl-4-(BOC amino)imidazole-2-carboxylic acid (1.00 g, 4.17 mmol) in CHCl3 (8.00 mL). After a few minutes, the 1H-NMR of the reaction mixture showed complete conversion of the acid to the acid chloride. 1H NMR (CDCl3): δ 7.48 (br s, 1H), 3.95 (s, 3H), 1.50 (s, 9H). Reactants: C(#N)N=C(OC)C=1C=NC2=CC=CC=C2C1 (Methyl N-cyano-3-quinolinecarboximidate), C1(=CC=CC=C1)CCN (2-phenylethylamine). Run in CO (methanol). Run at time 30 minute. The product is C(#N)NC(=NCCC1=CC=CC=C1)C=1C=NC2=CC=CC=C2C1 (N-cyano-N'-(2-phenylethyl)-3-quinolinecarboximidamide). Isolated yield 90.7%. As a reaction SMILES: [C:1]([N:3]=[C:4]([C:7]1[CH:8]=[N:9][C:10]2[C:15]([CH:16]=1)=[CH:14][CH:13]=[CH:12][CH:11]=2)OC)#[N:2].[C:17]1([CH2:23][CH2:24][NH2:25])[CH:22]=[CH:21][CH:20]=[CH:19][CH:18]=1>CO>[C:1]([NH:3][C:4]([C:7]1[CH:8]=[N:9][C:10]2[C:15]([CH:16]=1)=[CH:14][CH:13]=[CH:12][CH:11]=2)=[N:25][CH2:24][CH2:23][C:17]1[CH:22]=[CH:21][CH:20]=[CH:19][CH:18]=1)#[N:2]. Reported procedure: Methyl N-cyano-3-quinolinecarboximidate (0.32 g, 1.5 mmol) was dissolved in methanol (3 ml), 2-phenylethylamine (0.20 g, 1.65 mmol) was added. The mixture was stirred at room temperature for 30 minutes After the reaction was completed, the reaction solution was concentrated under reduced pressure, and the residue thus obtained was crystallized from diethyl ether to give the title compound (0.41 g, 1.36 mmol, yield: 91%) as pale yellow crystals. The reactants are CCCCCCCCCCCCc1csc(-c2cc(CCCCCCCCCCCC)c(Br)s2)c1, [Li]CCCC, C1CCOC1, CCOCC, CCCCCC, C[Sn](C)(C)Cl, O. Product: CCCCCCCCCCCCc1csc(-c2cc(CCCCCCCCCCCC)c([Sn](C)(C)C)s2)c1. As a reaction SMILES: [Br:1][c:2]1[c:3]([CH2:24][CH2:25][CH2:26][CH2:27][CH2:28][CH2:29][CH2:30][CH2:31][CH2:32][CH2:33][CH2:34][CH3:35])[cH:4][c:5](-[c:7]2[s:8][cH:9][c:10]([CH2:12][CH2:13][CH2:14][CH2:15][CH2:16][CH2:17][CH2:18][CH2:19][CH2:20][CH2:21][CH2:22][CH3:23])[cH:11]2)[s:6]1.[CH2:36]([Li:37])[CH2:38][CH2:39][CH3:40].[CH2:52]1[O:53][CH2:54][CH2:55][CH2:56]1.[CH2:57]([O:58][CH2:59][CH3:60])[CH3:61].[CH3:41][CH2:42][CH2:43][CH2:44][CH2:45][CH3:46].[CH3:47][Sn:48]([CH3:49])([CH3:50])[Cl:51].[OH2:62]>>[c:2]1([Sn:48]([CH3:47])([CH3:49])[CH3:50])[c:3]([CH2:24][CH2:25][CH2:26][CH2:27][CH2:28][CH2:29][CH2:30][CH2:31][CH2:32][CH2:33][CH2:34][CH3:35])[cH:4][c:5](-[c:7]2[s:8][cH:9][c:10]([CH2:12][CH2:13][CH2:14][CH2:15][CH2:16][CH2:17][CH2:18][CH2:19][CH2:20][CH2:21][CH2:22][CH3:23])[cH:11]2)[s:6]1. Reactants: CC(C)(C)CCCCC(=O)O, OCCO, O=C(O)c1ccccc1, Cc1ccccc1C. Product: CC(C)(C)CCCCC(=O)O, OCCO, O=C(O)c1ccccc1. Reaction SMILES: [C:1]([CH2:2][CH2:3][CH2:4][CH2:5][C:6]([CH3:7])([CH3:8])[CH3:9])(=[O:10])[OH:11].[CH2:12]([CH2:13][OH:14])[OH:15].[OH:16][C:17](=[O:18])[c:19]1[cH:20][cH:21][cH:22][cH:23][cH:24]1.[c:25]1([CH3:26])[c:27]([CH3:28])[cH:29][cH:30][cH:31][cH:32]1>>[C:1]([CH2:2][CH2:3][CH2:4][CH2:5][C:6]([CH3:7])([CH3:8])[CH3:9])(=[O:10])[OH:11].[CH2:12]([CH2:13][OH:14])[OH:15].[O:16]=[C:17]([OH:18])[c:19]1[cH:20][cH:21][cH:22][cH:23][cH:24]1. Reactants: C1CCOC1, Cl, [Li+], COC(=O)Cn1c(=O)ccc2cc(OC(F)(F)F)ccc21, [OH-], O, O. Product: O=C(O)Cn1c(=O)ccc2cc(OC(F)(F)F)ccc21. RXN SMILES: [CH2:26]1[O:27][CH2:28][CH2:29][CH2:30]1.[ClH:25].[Li+:23].[O:1]=[c:2]1[n:3]([CH2:17][C:18](=[O:19])[O:20][CH3:21])[c:4]2[cH:5][cH:6][c:7]([O:12][C:13]([F:14])([F:15])[F:16])[cH:8][c:9]2[cH:10][cH:11]1.[OH-:22].[OH2:24].[OH2:31]>>[O:1]=[c:2]1[n:3]([CH2:17][C:18](=[O:19])[OH:20])[c:4]2[cH:5][cH:6][c:7]([O:12][C:13]([F:14])([F:15])[F:16])[cH:8][c:9]2[cH:10][cH:11]1. Starting materials: NC1CC1, CCN(C(C)C)C(C)C, O=C(O)c1ccc(N2CCN(Cc3cnc4c(c3)NC(=O)C3CCCN43)CC2)cc1, CN(C)C=O. The product is O=C(NC1CC1)c1ccc(N2CCN(Cc3cnc4c(c3)NC(=O)C3CCCN43)CC2)cc1. RXN SMILES: [CH:31]1([NH2:34])[CH2:32][CH2:33]1.[CH:35]([N:36]([CH2:37][CH3:38])[CH:39]([CH3:40])[CH3:41])([CH3:42])[CH3:43].[O:1]=[C:2]1[CH:3]2[N:4]([c:5]3[c:6]([cH:8][c:9]([CH2:12][N:13]4[CH2:14][CH2:15][N:16]([c:19]5[cH:20][cH:21][c:22]([C:23](=[O:24])[OH:25])[cH:26][cH:27]5)[CH2:17][CH2:18]4)[cH:10][n:11]3)[NH:7]1)[CH2:28][CH2:29][CH2:30]2.[O:44]=[CH:45][N:46]([CH3:47])[CH3:48]>>[O:1]=[C:2]1[CH:3]2[N:4]([c:5]3[c:6]([cH:8][c:9]([CH2:12][N:13]4[CH2:14][CH2:15][N:16]([c:19]5[cH:20][cH:21][c:22]([C:23](=[O:25])[NH:34][CH:31]6[CH2:32][CH2:33]6)[cH:26][cH:27]5)[CH2:17][CH2:18]4)[cH:10][n:11]3)[NH:7]1)[CH2:28][CH2:29][CH2:30]2. Reactants: F[B-](F)(F)F, Cc1cc(C(=O)O)ccc1C(=O)N1CCCC1, CO, CCN(C(C)C)C(C)C, COCCC(N)c1nc2cc(Cl)ccc2[nH]1, Cl, ClCCl, C1CCOC1, CN(C)C(On1nnc2ccccc21)=[N+](C)C. The product is COCCC(NC(=O)c1ccc(C(=O)N2CCCC2)c(C)c1)c1nc2cc(Cl)ccc2[nH]1. Reaction SMILES: [B-:18]([F:19])([F:20])([F:21])[F:22].[CH3:1][c:2]1[cH:3][c:4]([C:5](=[O:6])[OH:7])[cH:8][cH:9][c:10]1[C:11](=[O:12])[N:13]1[CH2:14][CH2:15][CH2:16][CH2:17]1.[CH3:71][OH:72].[CH:40]([N:41]([CH:42]([CH3:43])[CH3:44])[CH2:45][CH3:46])([CH3:47])[CH3:48].[Cl:49][c:50]1[cH:51][c:52]2[c:53]([nH:54][c:55]([CH:57]([CH2:58][CH2:59][O:60][CH3:61])[NH2:62])[n:56]2)[cH:63][cH:64]1.[Cl:65].[Cl:73][CH2:74][Cl:75].[O:66]1[CH2:67][CH2:68][CH2:69][CH2:70]1.[n:23]1([O:24][C:25]([N:26]([CH3:27])[CH3:28])=[N+:29]([CH3:30])[CH3:31])[c:32]2[cH:33][cH:34][cH:35][cH:36][c:37]2[n:38][n:39]1>>[CH3:1][c:2]1[cH:3][c:4]([C:5](=[O:7])[NH:62][CH:57]([c:55]2[nH:54][c:53]3[c:52]([cH:51][c:50]([Cl:49])[cH:64][cH:63]3)[n:56]2)[CH2:58][CH2:59][O:60][CH3:61])[cH:8][cH:9][c:10]1[C:11](=[O:12])[N:13]1[CH2:14][CH2:15][CH2:16][CH2:17]1. Reactants: CC(C)(C)[Si](C)(C)OCCBr, O=C([O-])[O-], COC(=O)CS, [K+], [K+], C1CCOC1. Yields the product COC(=O)CSCCO[Si](C)(C)C(C)(C)C. RXN SMILES: [Br:7][CH2:8][CH2:9][O:10][Si:11]([CH3:12])([CH3:13])[C:14]([CH3:15])([CH3:16])[CH3:17].[C:18](=[O:19])([O-:20])[O-:21].[C:1]([CH2:2][SH:3])(=[O:4])[O:5][CH3:6].[K+:22].[K+:23].[O:24]1[CH2:25][CH2:26][CH2:27][CH2:28]1>>[C:1]([CH2:2][S:3][CH2:8][CH2:9][O:10][Si:11]([CH3:12])([CH3:13])[C:14]([CH3:15])([CH3:16])[CH3:17])(=[O:4])[O:5][CH3:6].